This data is from the Open Reaction Database (ORD), a public repository of structured organic reaction records. The task is: describe an organic reaction: reactants, conditions, products, and yield Starting materials: Cl, CCOC(=O)c1ccc(=O)[nH]c1C(F)(F)C(F)(F)F. The product is O=C(O)c1ccc(=O)[nH]c1C(F)(F)C(F)(F)F. RXN SMILES: [ClH:20].[O:1]=[c:2]1[cH:3][cH:4][c:5]([C:15](=[O:16])[O:17][CH2:18][CH3:19])[c:6]([C:8]([C:9]([F:10])([F:11])[F:12])([F:13])[F:14])[nH:7]1>>[O:1]=[c:2]1[cH:3][cH:4][c:5]([C:15](=[O:16])[OH:17])[c:6]([C:8]([C:9]([F:10])([F:11])[F:12])([F:13])[F:14])[nH:7]1.